This data is from the Open Reaction Database (ORD), a public repository of structured organic reaction records. The task is: describe an organic reaction: reactants, conditions, products, and yield The reactants are C1(=CC=CC=C1)NCC=1C=C(C=CC1)O (3-((phenylamino)methyl)phenol), C([O-])([O-])=O.[Cs+].[Cs+] (cesium carbonate), COC(C1=CC=C(C=C1)CBr)=O (methyl-4-(bromomethyl)benzoate). Solvent: CN(C)C=O (DMF). Run at time 22 hour. The product is C1(=CC=CC=C1)NCC=1C=C(OCC2=CC=C(C(=O)OC)C=C2)C=CC1 (methyl 4-((3-((phenylamino)methyl)phenoxy)methyl)benzoate). Isolated yield 19.1%. RXN SMILES: [C:1]1([NH:7][CH2:8][C:9]2[CH:10]=[C:11]([OH:15])[CH:12]=[CH:13][CH:14]=2)[CH:6]=[CH:5][CH:4]=[CH:3][CH:2]=1.C(=O)([O-])[O-].[Cs+].[Cs+].[CH3:22][O:23][C:24](=[O:33])[C:25]1[CH:30]=[CH:29][C:28]([CH2:31]Br)=[CH:27][CH:26]=1>CN(C=O)C>[C:1]1([NH:7][CH2:8][C:9]2[CH:10]=[C:11]([CH:12]=[CH:13][CH:14]=2)[O:15][CH2:31][C:28]2[CH:29]=[CH:30][C:25]([C:24]([O:23][CH3:22])=[O:33])=[CH:26][CH:27]=2)[CH:6]=[CH:5][CH:4]=[CH:3][CH:2]=1 |f:1.2.3|. Reported procedure: To a suspension of 3-((phenylamino)methyl)phenol (398 mg, 2 mmol) and cesium carbonate (651 mg, 2 mmol) in anhydrous DMF (8 mL) was added methyl-4-(bromomethyl)benzoate (481 mg, 2.1 mmol). The resulting mixture was stirred for 22 hours at room temperature, after which time the solvent was removed in vacuo. The residue was partitioned between dichloromethane (30 mL) and water (10 mL). The mixture was passed through a phase separator, washed with dichloromethane and solvent was removed in vacuo to... RXN SMILES: C([O:3][C:4](=[O:49])[CH2:5][CH2:6][CH2:7][O:8][C:9]1[CH:14]=[CH:13][CH:12]=[C:11]([CH2:15][CH2:16][CH2:17][CH2:18][CH2:19][CH2:20][O:21][C:22]2[CH:27]=[C:26]([S:28]([CH2:31][CH3:32])(=[O:30])=[O:29])[CH:25]=[C:24]([C:33]3[CH:41]=[CH:40][C:36]4[O:37][CH2:38][O:39][C:35]=4[CH:34]=3)[CH:23]=2)[C:10]=1[CH2:42][CH2:43][C:44]([O:46]CC)=[O:45])C.[OH-].[Na+]>>[O:37]1[C:36]2[CH:40]=[CH:41][C:33]([C:24]3[CH:23]=[C:22]([CH:27]=[C:26]([S:28]([CH2:31][CH3:32])(=[O:29])=[O:30])[CH:25]=3)[O:21][CH2:20][CH2:19][CH2:18][CH2:17][CH2:16][CH2:15][C:11]3[C:10]([CH2:42][CH2:43][C:44]([OH:46])=[O:45])=[C:9]([CH:14]=[CH:13][CH:12]=3)[O:8][CH2:7][CH2:6][CH2:5][C:4]([OH:49])=[O:3])=[CH:34][C:35]=2[O:39][CH2:38]1 |f:1.2|. Procedure details: A similar procedure as described in Example 40, step 8 was used, starting from 4-[3-[6-(3-benzo[1,3]dioxol-5-yl-5-ethanesulfonyl-phenoxy)-hexyl]-2-(2-ethoxycarbonyl-ethyl)-phenoxy]-butyric acid ethyl ester (200 mg, 0.28 mmol) and 1.0 N aqueous sodium hydroxide (5 mL) to afford 4-[3-[6-(3-benzo[1,3]dioxol-5-yl-5-ethanesulfonyl-phenoxy)-hexyl]-2-(2-carboxy-ethyl)-phenoxy]-butyric acid (151 mg, 82%) as an amorphous white solid, mp=134-135° C.: ES(+)-HRMS m/e calcd for C34H40O10S (M+Na)+ 663.2234, f... Product: O1COC2=C1C=CC(=C2)C=2C=C(OCCCCCCC=1C(=C(OCCCC(=O)O)C=CC1)CCC(=O)O)C=C(C2)S(=O)(=O)CC (4-[3-[6-(3-benzo[1,3]dioxol-5-yl-5-ethanesulfonyl-phenoxy)-hexyl]-2-(2-carboxy-ethyl)-phenoxy]-butyric acid). Reactants: C(C)OC(CCCOC1=C(C(=CC=C1)CCCCCCOC1=CC(=CC(=C1)S(=O)(=O)CC)C1=CC2=C(OCO2)C=C1)CCC(=O)OCC)=O (4-[3-[6-(3-benzo[1,3]dioxol-5-yl-5-ethanesulfonyl-phenoxy)-hexyl]-2-(2-ethoxycarbonyl-ethyl)-phenoxy]-butyric acid ethyl ester), [OH-].[Na+] (sodium hydroxide). Isolated yield 84.2%. Starting materials: CC(C)(C)C(=O)Cl, NC(=O)CC(NC(=O)OCc1ccccc1)C(=O)O, CCN1CCCCC1, COC(=O)C(N)Cc1ccccc1, ClCCl, Cl, c1ccncc1. Yields the product COC(=O)C(Cc1ccccc1)NC(=O)C(CC(N)=O)NC(=O)OCc1ccccc1. As a reaction SMILES: [C:28]([Cl:29])(=[O:30])[C:31]([CH3:32])([CH3:33])[CH3:34].[CH2:1]([c:2]1[cH:3][cH:4][cH:5][cH:6][cH:7]1)[O:8][C:9](=[O:10])[NH:11][CH:12]([CH2:13][C:14]([NH2:15])=[O:16])[C:17](=[O:18])[OH:19].[CH3:20][CH2:21][N:22]1[CH2:23][CH2:24][CH2:25][CH2:26][CH2:27]1.[CH3:35][O:36][C:37]([CH:38]([NH2:39])[CH2:40][c:41]1[cH:42][cH:43][cH:44][cH:45][cH:46]1)=[O:47].[Cl:49][CH2:50][Cl:51].[ClH:48].[cH:52]1[cH:53][cH:54][n:55][cH:56][cH:57]1>>[CH2:1]([c:2]1[cH:3][cH:4][cH:5][cH:6][cH:7]1)[O:8][C:9](=[O:10])[NH:11][CH:12]([CH2:13][C:14]([NH2:15])=[O:16])[C:17](=[O:19])[NH:39][CH:38]([C:37]([O:36][CH3:35])=[O:47])[CH2:40][c:41]1[cH:42][cH:43][cH:44][cH:45][cH:46]1. Yield: 108.1%. Run at time 18 hour. As a reaction SMILES: [CH3:1][C:2]([CH3:29])([O:4][C:5]([N:7]1[CH2:12][CH2:11][N:10]([C:13]2[CH:18]=[CH:17][C:16]([NH:19][C:20](=[O:28])[C:21]3[CH:26]=[CH:25][C:24]([OH:27])=[CH:23][CH:22]=3)=[CH:15][CH:14]=2)[CH2:9][CH2:8]1)=[O:6])[CH3:3].C([O-])([O-])=O.[Cs+].[Cs+].Br[CH2:37][C:38]([O:40][C:41]([CH3:44])([CH3:43])[CH3:42])=[O:39]>CCOC(C)=O>[CH3:3][C:2]([CH3:29])([O:4][C:5]([N:7]1[CH2:8][CH2:9][N:10]([C:13]2[CH:14]=[CH:15][C:16]([NH:19][C:20]([C:21]3[CH:22]=[CH:23][C:24]([O:27][CH2:37][C:38]([O:40][C:41]([CH3:44])([CH3:43])[CH3:42])=[O:39])=[CH:25][CH:26]=3)=[O:28])=[CH:17][CH:18]=2)[CH2:11][CH2:12]1)=[O:6])[CH3:1] |f:1.2.3|. Procedure: To a 100 mL round bottomed flask with a stirring bar and an argon inlet was added N-(4-(4-(1,1-dimethylethoxycarbonyl)piperazin-1-yl)phenyl)-4-hydroxybenzamide (0.56 g, 1.41 mmol) DMF (35 mL), Cs2CO3 (0.49 g, 1.51 nmmol) and tert-butyl bromoacetate (0.28 mL, 1.75 mmol). This mixture was stirred at ambient temperature for 18 h. The mixture was diluted with EtOAc and washed with H2O and brine. Drying (MgSO4), filtration and removal of the solvent in vacuo gave 0.78 g of tert-butyl 4-(4-(4-(1,1-dim... Reactants: CC(C)(OC(=O)N1CCN(CC1)C1=CC=C(C=C1)NC(C1=CC=C(C=C1)O)=O)C (N-(4-(4-(1,1-dimethylethoxycarbonyl)piperazin-1-yl)phenyl)-4-hydroxybenzamide), C(=O)([O-])[O-].[Cs+].[Cs+] (Cs2CO3), BrCC(=O)OC(C)(C)C (tert-butyl bromoacetate). Yields the product CC(C)(OC(=O)N1CCN(CC1)C1=CC=C(C=C1)NC(=O)C1=CC=C(OCC(=O)OC(C)(C)C)C=C1)C (tert-butyl 4-(4-(4-(1,1-dimethylethoxycarbonyl)piperazin-1-yl)phenylaminocarbonyl)phenoxyacetate). The solvent is CCOC(=O)C (EtOAc). Reactants: NCC1(CCCC2=CC=CC(=C12)OC)O (1-aminomethyl-1-hydroxy-8-methoxy-1,2,3,4-tetrahydronaphthalene), N(=O)[O-].[Na+] (sodium nitrite). Run in C(C)(=O)O (acetic acid), O (water). Reaction conditions: time 2 hour. Yields the product COC1=CC=CC=2CCCC(CC21)=O (4-methoxy-6,7,8,9-tetrahydro-5H-benzocyclohepten-6-one). Yield: 46.3%. Reaction SMILES: N[CH2:2][C:3]1([OH:15])[C:12]2[C:7](=[CH:8][CH:9]=[CH:10][C:11]=2[O:13][CH3:14])[CH2:6][CH2:5][CH2:4]1.N([O-])=O.[Na+]>C(O)(=O)C.O>[CH3:14][O:13][C:11]1[C:12]2[CH2:2][C:3](=[O:15])[CH2:4][CH2:5][CH2:6][C:7]=2[CH:8]=[CH:9][CH:10]=1 |f:1.2|. Procedure: To a suspension of 1-aminomethyl-1-hydroxy-8-methoxy-1,2,3,4-tetrahydronaphthalene (2.54 g) in 10% acetic acid was added dropwise a solution of sodium nitrite (1.27 g) in water (6.4 ml) under ice-cooling. The mixture was stirred at the same temperature for 2 hours and then partitioned between ethyl acetate and water. The organic layer was separated, washed with an aqueous sodium bicarbonate solution and brine, dried over magnesium sulfate and evaporated in vacuo. The residue was purified by colu...